Dataset: the Open Reaction Database (ORD), a public repository of structured organic reaction records. Task: describe an organic reaction: reactants, conditions, products, and yield Reactants: Cl (HCl), C[C@](C(=O)NOC1OCCCC1)(CCN1C(C=C(C=C1)C1=CC=CC=C1)=O)S(=O)(=O)C ((2R)-2-Methyl-2-(methylsulfonyl)-4-(2-oxo-4-phenylpyridin-1(2H)-yl)-N-(tetrahydro-2H-pyran-2-yloxy)butanamide). Run in O1CCOCC1 (1,4-dioxane), O (water). Conditions: time 2 hour. Yields the product ONC([C@@](CCN1C(C=C(C=C1)C1=CC=CC=C1)=O)(S(=O)(=O)C)C)=O ((2R)—N—Hydroxy-2-methyl-2-(methylsulfonyl)-4-(2-oxo-4-phenylpyridin-1(2H)-yl)butanamide), solid. Isolated yield 92.0%. As a reaction SMILES: Cl.[CH3:2][C@@:3]([S:29]([CH3:32])(=[O:31])=[O:30])([CH2:14][CH2:15][N:16]1[CH:21]=[CH:20][C:19]([C:22]2[CH:27]=[CH:26][CH:25]=[CH:24][CH:23]=2)=[CH:18][C:17]1=[O:28])[C:4]([NH:6][O:7]C1CCCCO1)=[O:5]>O1CCOCC1.O>[OH:7][NH:6][C:4](=[O:5])[C@:3]([CH3:2])([S:29]([CH3:32])(=[O:31])=[O:30])[CH2:14][CH2:15][N:16]1[CH:21]=[CH:20][C:19]([C:22]2[CH:23]=[CH:24][CH:25]=[CH:26][CH:27]=2)=[CH:18][C:17]1=[O:28]. Procedure: HCl (4.0 N in 1,4-dioxane, 20 mL) was added to a solution of (2R)-2-Methyl-2-(methylsulfonyl)-4-(2-oxo-4-phenylpyridin-1(2H)-yl)-N-(tetrahydro-2H-pyran-2-yloxy)butanamide (5.15 g, 11.5 mmol) in 1,4-dioxane (100 mL) and water (20 mL). The reaction was continued for 2 hours. The reaction was concentrated in vacuo, upon concentration a white solid precipitated. The solid was triturated with 2-propanol (150 mL) at 50° C. for 30 minutes then collected by filtration. The title compound was obtained as... The reactants are C1CCOC1, CO, Cl, COc1ccc(Cn2cnc(N)c3nc(C(C)C)nc2-3)cc1OCc1ccccc1. Product: Cl, COc1ccc(Cn2cnc(N)c3nc(C(C)C)nc2-3)cc1O. RXN SMILES: [CH2:32]1[O:33][CH2:34][CH2:35][CH2:36]1.[CH3:37][OH:38].[ClH:1].[NH2:2][c:3]1[c:4]2[n:5][c:6]([CH:29]([CH3:30])[CH3:31])[n:7][c:8]-2[n:9]([CH2:12][c:13]2[cH:14][c:15]([O:21][CH2:22][c:23]3[cH:24][cH:25][cH:26][cH:27][cH:28]3)[c:16]([O:19][CH3:20])[cH:17][cH:18]2)[cH:10][n:11]1>>[ClH:1].[NH2:2][c:3]1[c:4]2[n:5][c:6]([CH:29]([CH3:30])[CH3:31])[n:7][c:8]-2[n:9]([CH2:12][c:13]2[cH:14][c:15]([OH:21])[c:16]([O:19][CH3:20])[cH:17][cH:18]2)[cH:10][n:11]1. Starting materials: COC(=O)C(N)Cc1ccc(NC(=O)c2c(Cl)cccc2Cl)cc1, Cl, [N-]=[N+]=NCCCCC1(C(=O)O)CCCC1. Product: COC(=O)C(Cc1ccc(NC(=O)c2c(Cl)cccc2Cl)cc1)NC(=O)C1(CCCCN=[N+]=[N-])CCCC1. RXN SMILES: [CH3:17][O:18][C:19]([CH:20]([NH2:21])[CH2:22][c:23]1[cH:24][cH:25][c:26]([NH:29][C:30](=[O:31])[c:32]2[c:33]([Cl:39])[cH:34][cH:35][cH:36][c:37]2[Cl:38])[cH:27][cH:28]1)=[O:40].[ClH:16].[N:1](=[N+:2]=[N-:3])[CH2:4][CH2:5][CH2:6][CH2:7][C:8]1([C:13](=[O:14])[OH:15])[CH2:9][CH2:10][CH2:11][CH2:12]1>>[N:1](=[N+:2]=[N-:3])[CH2:4][CH2:5][CH2:6][CH2:7][C:8]1([C:13](=[O:15])[NH:21][CH:20]([C:19]([O:18][CH3:17])=[O:40])[CH2:22][c:23]2[cH:24][cH:25][c:26]([NH:29][C:30](=[O:31])[c:32]3[c:33]([Cl:39])[cH:34][cH:35][cH:36][c:37]3[Cl:38])[cH:27][cH:28]2)[CH2:9][CH2:10][CH2:11][CH2:12]1.